Dataset: the Open Reaction Database (ORD), a public repository of structured organic reaction records. Task: describe an organic reaction: reactants, conditions, products, and yield Starting materials: ClC1=C(C=C(C=C1)C1=NC=CC(=C1)OC)[N+](=O)[O-] (1-chloro-4-(4-methoxypyridin-2-yl)-2-nitrobenzene), [Cl-].[NH4+] (ammonium chloride). Reagents/catalysts: [Fe] (iron). Run in C(C)O (ethanol), O (water). Yields the product ClC1=C(N)C=C(C=C1)C1=NC=CC(=C1)OC (2-chloro-5-(4-methoxypyridin-2-yl)aniline). Isolated yield 98.1%. Reaction SMILES: [Cl:1][C:2]1[CH:7]=[CH:6][C:5]([C:8]2[CH:13]=[C:12]([O:14][CH3:15])[CH:11]=[CH:10][N:9]=2)=[CH:4][C:3]=1[N+:16]([O-])=O.[Cl-].[NH4+]>C(O)C.O.[Fe]>[Cl:1][C:2]1[CH:7]=[CH:6][C:5]([C:8]2[CH:13]=[C:12]([O:14][CH3:15])[CH:11]=[CH:10][N:9]=2)=[CH:4][C:3]=1[NH2:16] |f:1.2|. Procedure: To a suspension of 1-chloro-4-(4-methoxypyridin-2-yl)-2-nitrobenzene (200 mg) in ethanol (6 ml) and water (0.6 ml) were added iron powder (206 mg) and ammonium chloride (28 mg), and the mixture was refluxed for 3 hours. The mixture was filtered, and the filtrate was evaporated under reduced pressure. To the residue were added ethyl acetate and water. The separated organic layer was washed with brine, dried over magnesium sulfate and evaporated under reduced pressure to give 2-chloro-5-(4-methoxy... The reactants are CCO, I, CN(C)C(=O)COc1ccc(CCCCN)cc1, CSC(=N)NC(=O)c1nc(Cl)c(N)nc1N. Yields the product CN(C)C(=O)COc1ccc(CCCCNC(N)=NC(=O)c2nc(Cl)c(N)nc2N)cc1. As a reaction SMILES: [CH3:36][CH2:37][OH:38].[IH:19].[NH2:1][CH2:2][CH2:3][CH2:4][CH2:5][c:6]1[cH:7][cH:8][c:9]([O:10][CH2:11][C:12](=[O:13])[N:14]([CH3:15])[CH3:16])[cH:17][cH:18]1.[NH2:20][c:21]1[c:22]([C:29](=[O:30])[NH:31][C:32]([S:33][CH3:34])=[NH:35])[n:23][c:24]([Cl:28])[c:25]([NH2:27])[n:26]1>>[NH:1]([CH2:2][CH2:3][CH2:4][CH2:5][c:6]1[cH:7][cH:8][c:9]([O:10][CH2:11][C:12](=[O:13])[N:14]([CH3:15])[CH3:16])[cH:17][cH:18]1)[C:32](=[N:31][C:29]([c:22]1[c:21]([NH2:20])[n:26][c:25]([NH2:27])[c:24]([Cl:28])[n:23]1)=[O:30])[NH2:35]. The reactants are NC=1SC=C(N1)CC(=O)OCC (ethyl 2-amino-4-thiazolylacetate), CC1=CC=C(C=C1)S(=O)(=O)Cl (4-methylbenzenesulfonyl chloride). Product: CC1=CC=C(C=C1)S(=O)(=O)NC=1SC=C(N1)CC(=O)OCC (Ethyl 2-(2-(((4-methylphenyl)sulfonyl)amino)-1,3-thiazol-4-yl)acetate), pink solid. Yield: 66.0%. RXN SMILES: [NH2:1][C:2]1[S:3][CH:4]=[C:5]([CH2:7][C:8]([O:10][CH2:11][CH3:12])=[O:9])[N:6]=1.[CH3:13][C:14]1[CH:19]=[CH:18][C:17]([S:20](Cl)(=[O:22])=[O:21])=[CH:16][CH:15]=1>>[CH3:13][C:14]1[CH:19]=[CH:18][C:17]([S:20]([NH:1][C:2]2[S:3][CH:4]=[C:5]([CH2:7][C:8]([O:10][CH2:11][CH3:12])=[O:9])[N:6]=2)(=[O:22])=[O:21])=[CH:16][CH:15]=1. Procedure details: The title compound was prepared from ethyl 2-amino-4-thiazolylacetate and 4-methylbenzenesulfonyl chloride according to METHOD A, giving 0.36 g (66%) of a pink solid; mp 173° C.; MS (Ionspray, [M+H]+) m/z 341.